Dataset: the Open Reaction Database (ORD), a public repository of structured organic reaction records. Task: describe an organic reaction: reactants, conditions, products, and yield Reactants: CC(=O)O, CCOC(C)=O, O=C(O)C(F)(F)F, C=CC(OCc1ccccc1)C(F)CN=[N+]=[N-], O. The product is [N-]=[N+]=NCC(F)C(OCc1ccccc1)C(=O)O. As a reaction SMILES: [C:26]([OH:27])(=[O:28])[CH3:29].[CH3:30][CH2:31][O:32][C:33]([CH3:34])=[O:35].[F:18][C:19]([F:20])([F:22])[C:23](=[O:21])[OH:24].[N:1](=[N+:2]=[N-:3])[CH2:4][CH:5]([CH:6]([CH:7]=[CH2:8])[O:9][CH2:10][c:11]1[cH:12][cH:13][cH:14][cH:15][cH:16]1)[F:17].[OH2:25]>>[N:1](=[N+:2]=[N-:3])[CH2:4][CH:5]([CH:6]([C:7]([OH:21])=[O:25])[O:9][CH2:10][c:11]1[cH:12][cH:13][cH:14][cH:15][cH:16]1)[F:17]. Reactants: Ic1ccc(OC2CN3CCC2CC3)cc1, Cc1ccc(B(O)O)cc1N. Yields the product Cc1ccc(-c2ccc(OC3CN4CCC3CC4)cc2)cc1N. RXN SMILES: [I:1][c:2]1[cH:3][cH:4][c:5]([O:6][CH:7]2[CH2:8][N:9]3[CH2:10][CH2:11][CH:12]2[CH2:13][CH2:14]3)[cH:15][cH:16]1.[NH2:17][c:18]1[cH:19][c:20]([B:25]([OH:26])[OH:27])[cH:21][cH:22][c:23]1[CH3:24]>>[c:2]1(-[c:20]2[cH:19][c:18]([NH2:17])[c:23]([CH3:24])[cH:22][cH:21]2)[cH:3][cH:4][c:5]([O:6][CH:7]2[CH2:8][N:9]3[CH2:10][CH2:11][CH:12]2[CH2:13][CH2:14]3)[cH:15][cH:16]1. Starting materials: CCOP(=O)(CCCn1c(=O)c2c(ncn2Cc2ccccc2)n(C)c1=O)OCC, CC(C)OC(C)C. Yields the product CCOP(=O)(CCCn1c(=O)c2[nH]cnc2n(C)c1=O)OCC. RXN SMILES: [CH2:1]([c:2]1[cH:3][cH:4][cH:5][cH:6][cH:7]1)[n:8]1[cH:9][n:10][c:11]2[n:12]([CH3:30])[c:13](=[O:29])[n:14]([CH2:18][CH2:19][CH2:20][P:21]([O:22][CH2:23][CH3:24])([O:25][CH2:26][CH3:27])=[O:28])[c:15](=[O:17])[c:16]12.[CH:31]([O:32][CH:33]([CH3:34])[CH3:35])([CH3:36])[CH3:37]>>[nH:8]1[cH:9][n:10][c:11]2[n:12]([CH3:30])[c:13](=[O:29])[n:14]([CH2:18][CH2:19][CH2:20][P:21]([O:22][CH2:23][CH3:24])([O:25][CH2:26][CH3:27])=[O:28])[c:15](=[O:17])[c:16]12. As a reaction SMILES: [CH3:1][C@@H:2]([N:9]=[C:10]=[O:11])[C:3]1[CH:8]=[CH:7][CH:6]=[CH:5][CH:4]=1.C[O:13][C:14](=[O:64])[C@@H:15]([NH:31][C:32]([C@@H:34]1[CH2:43][C:42]2[CH:41]=[C:40]3[O:44][CH2:45][C@H:46]([C:48]4[CH:53]=[CH:52][CH:51]=[C:50]([O:54][CH2:55][C:56]5[CH:61]=[CH:60][C:59]([Cl:62])=[C:58]([Cl:63])[CH:57]=5)[CH:49]=4)[O:47][C:39]3=[CH:38][C:37]=2[CH2:36][NH:35]1)=[O:33])[CH2:16][C:17]1[CH:22]=[CH:21][C:20]([C:23]2[CH:28]=[CH:27][N:26]=[C:25]([CH3:29])[C:24]=2[CH3:30])=[CH:19][CH:18]=1.CO>C(Cl)Cl>[Cl:63][C:58]1[CH:57]=[C:56]([CH:61]=[CH:60][C:59]=1[Cl:62])[CH2:55][O:54][C:50]1[CH:49]=[C:48]([C@H:46]2[CH2:45][O:44][C:40]3=[CH:41][C:42]4[CH2:43][C@@H:34]([C:32]([NH:31][C@@H:15]([CH2:16][C:17]5[CH:22]=[CH:21][C:20]([C:23]6[CH:28]=[CH:27][N:26]=[C:25]([CH3:29])[C:24]=6[CH3:30])=[CH:19][CH:18]=5)[C:14]([OH:64])=[O:13])=[O:33])[N:35]([C:10](=[O:11])[NH:9][C@@H:2]([C:3]5[CH:8]=[CH:7][CH:6]=[CH:5][CH:4]=5)[CH3:1])[CH2:36][C:37]=4[CH:38]=[C:39]3[O:47]2)[CH:53]=[CH:52][CH:51]=1. Reactants: CO (MeOH), EtOAc hexanes, C[C@H](C1=CC=CC=C1)N=C=O ((R)-(+)-α-Methylbenzyl isocyanate), COC([C@H](CC1=CC=C(C=C1)C1=C(C(=NC=C1)C)C)NC(=O)[C@H]1NCC=2C=C3C(=CC2C1)OC[C@@H](O3)C3=CC(=CC=C3)OCC3=CC(=C(C=C3)Cl)Cl)=O ((S)-2-({(3S,8S)-3-[3-(3,4-dichloro-benzyloxy)-phenyl]-2,3,6,7,8,9-hexahydro-[1,4]dioxino[2,3-g]isoquinoline-8-carbonyl}-amino)-3-[4-(2,3-dimethyl-pyridin-4-yl)-phenyl]-propionic acid methyl ester), EtOAc hexanes. Reaction conditions: time 1 hour. Product: ClC=1C=C(COC=2C=C(C=CC2)[C@@H]2OC=3C(=CC=4C[C@H](N(CC4C3)C(N[C@H](C)C3=CC=CC=C3)=O)C(=O)N[C@H](C(=O)O)CC3=CC=C(C=C3)C3=C(C(=NC=C3)C)C)OC2)C=CC1Cl ((S)-2-{[(3S,8S)-3-[3-(3,4-Dichloro-benzyloxy)-phenyl]-7-((R)-1-phenyl ethylcarbamoyl)-2,3,6,7,8,9-hexahydro-[1,4]dioxino[2,3-g]isoquinoline-8-carbonyl]-amino}-3-[4-(2,3-dimethyl-pyridin-4-yl)-phenyl]-propionic acid). Isolated yield 68.0%. Run in C(Cl)Cl (DCM). Reported procedure: (R)-(+)-α-Methylbenzyl isocyanate (5 mg) was added to a solution of (S)-2-({(3S,8S)-3-[3-(3,4-dichloro-benzyloxy)-phenyl]-2,3,6,7,8,9-hexahydro-[1,4]dioxino[2,3-g]isoquinoline-8-carbonyl}-amino)-3-[4-(2,3-dimethyl-pyridin-4-yl)-phenyl]-propionic acid methyl ester (20 mg) in 0.5 mL DCM and stirred for 1 h at room temperature. The reaction mixture was directly loaded onto a silica gel column (1:1 EtOAc/hexanes to 6% MeOH in 1:1 EtOAc/hexanes) to isolate the desired product (16 mg). Reactants: COC=1C=C(C=O)C=CC1OC (3,4-dimethoxybenzaldehyde), C(C)(=O)[O-].[NH4+] (ammonium acetate), [N+](=O)([O-])C (nitromethane). Run in C(C)(=O)O (acetic acid). Yields the product COC1(CC(C=C)=CC=C1OC)[N+](=O)[O-] (3,4-Dimethoxy-m-nitrostyrene). Reaction SMILES: [CH3:1][O:2][C:3]1[CH:4]=[C:5]([CH:8]=[CH:9][C:10]=1[O:11][CH3:12])[CH:6]=O.[C:13]([O-])(=O)C.[NH4+].[N+:18](C)([O-:20])=[O:19]>C(O)(=O)C>[CH3:1][O:2][C:3]1([N+:18]([O-:20])=[O:19])[C:10]([O:11][CH3:12])=[CH:9][CH:8]=[C:5]([CH:6]=[CH2:13])[CH2:4]1 |f:1.2|. Procedure details: 207.0 g of 3,4-dimethoxybenzaldehyde, 100.0 g of ammonium acetate and 125 ml of nitromethane are heated to boiling for 3-4 h in 1.01 of glacial acetic acid. After cooling in an ice bath, the precipitate is filtered off with suction, rinsed with glacial acetic acid and petroleum ether and dried. M.p.: 140-141° C. The reactants are Clc1ncc(Br)c(Cl)n1, C1CCOC1, [H-], [Na+], OCC1COCCO1. Product: Clc1ncc(Br)c(OCC2COCCO2)n1. As a reaction SMILES: [Br:11][c:12]1[c:13]([Cl:19])[n:14][c:15]([Cl:18])[n:16][cH:17]1.[CH2:20]1[O:21][CH2:22][CH2:23][CH2:24]1.[H-:10].[Na+:9].[O:1]1[CH:2]([CH2:7][OH:8])[CH2:3][O:4][CH2:5][CH2:6]1>>[O:1]1[CH:2]([CH2:7][O:8][c:13]2[c:12]([Br:11])[cH:17][n:16][c:15]([Cl:18])[n:14]2)[CH2:3][O:4][CH2:5][CH2:6]1.